This data is from the Open Reaction Database (ORD), a public repository of structured organic reaction records. The task is: describe an organic reaction: reactants, conditions, products, and yield Starting materials: C1=CC=CC=2N(CC3=C(CC21)C=CC=C3)C(=O)C3=CC=C(C(=O)Cl)C=C3 (4-[(6,11-dihydro-5H-dibenz[b,e]azepin-5-yl)-carbonyl]benzoyl chloride), CC1=C(N)C=CC=C1C (2,3-dimethylaniline). The solvent is C(C)N(CC)CC (triethylamine). Run at time 1.5 hour. Yields the product C1=CC=CC=2N(CC3=C(CC21)C=CC=C3)C(=O)C3=CC=C(C(=O)NC2=C(C(=CC=C2)C)C)C=C3 (4-[(6.11-Dihydro-5H-dibenz[b,e]azepin-5-yl)-carbonyl]-N-(2,3-dimethylphenyl)benzamide). The yield is 98.8%. RXN SMILES: [CH:1]1[C:11]2[CH2:10][C:9]3[CH:12]=[CH:13][CH:14]=[CH:15][C:8]=3[CH2:7][N:6]([C:16]([C:18]3[CH:26]=[CH:25][C:21]([C:22](Cl)=[O:23])=[CH:20][CH:19]=3)=[O:17])[C:5]=2[CH:4]=[CH:3][CH:2]=1.[CH3:27][C:28]1[C:34]([CH3:35])=[CH:33][CH:32]=[CH:31][C:29]=1[NH2:30]>C(N(CC)CC)C>[CH:1]1[C:11]2[CH2:10][C:9]3[CH:12]=[CH:13][CH:14]=[CH:15][C:8]=3[CH2:7][N:6]([C:16]([C:18]3[CH:26]=[CH:25][C:21]([C:22]([NH:30][C:29]4[CH:31]=[CH:32][CH:33]=[C:34]([CH3:35])[C:28]=4[CH3:27])=[O:23])=[CH:20][CH:19]=3)=[O:17])[C:5]=2[CH:4]=[CH:3][CH:2]=1. Procedure: As described for Example 123, a mixture of 0.361 g of 4-[(6,11-dihydro-5H-dibenz[b,e]azepin-5-yl)-carbonyl]benzoyl chloride, 0.101 g of triethylamine and 0.145 g of 2,3-dimethylaniline is stirred for 1.5 hr. and worked up to give 0.44 g of crystals, m.p. 248°-251° C. Reactants: O (Water), IC (iodomethane), [H-].[Na+] (sodium hydride), C(C)(=O)NC1=C(C=C(C=C1)C=1OC2=C(C(C1)=O)C(=C(C=C2F)F)N)F (2-(4-Acetylamino-3-fluorophenyl)-5-amino-6,8-difluoro-4H-1-benzopyran-4-one). The solvent is CN(C=O)C (dimethylformamide). Run at time 1 hour. Yields the product C(C)(=O)N(C)C1=C(C=C(C=C1)C=1OC2=C(C(C1)=O)C(=C(C=C2F)F)N)F (2-[4-(N-acetyl-N-methylamino)-3-fluorophenyl]-5-amino-6,8-difluoro-4H-1-benzopyran-4-one). RXN SMILES: [C:1]([NH:4][C:5]1[CH:10]=[CH:9][C:8]([C:11]2[O:12][C:13]3[C:21]([F:22])=[CH:20][C:19]([F:23])=[C:18]([NH2:24])[C:14]=3[C:15](=[O:17])[CH:16]=2)=[CH:7][C:6]=1[F:25])(=[O:3])[CH3:2].I[CH3:27].[H-].[Na+].O>CN(C)C=O>[C:1]([N:4]([C:5]1[CH:10]=[CH:9][C:8]([C:11]2[O:12][C:13]3[C:21]([F:22])=[CH:20][C:19]([F:23])=[C:18]([NH2:24])[C:14]=3[C:15](=[O:17])[CH:16]=2)=[CH:7][C:6]=1[F:25])[CH3:27])(=[O:3])[CH3:2] |f:2.3|. Procedure: 500 mg (1.44 mmol) of Compound 27 obtained in Example 27 was dissolved in 30 ml of dimethylformamide under argon atmosphere and the solution was cooled on ice. 0.27 ml of iodomethane and 63 mg of sodium hydride (60% oil dispersion) were added, the mixture was stirred at the same temperature for 1 hour and the temperature was raised to room temperature to stir for additional 2 hours. Water was added to the reaction solution and the mixture was extracted twice with ethyl acetate. The organic layer... Starting materials: NS(=O)(=O)N1C[C@H](CC1)NC(OC(C)(C)C)=O (tert-butyl [(3S)-1-(aminosulfonyl)pyrrolidin-3-yl]carbamate), NS(=O)(=O)N1C[C@H](CC1)NC(OC(C)(C)C)=O (tert-Butyl [(3S)-1-(aminosulfonyl)pyrrolidin-3-yl]carbamate), C1(CCCCC1)P(C1=C(C=CC=C1)C1=C(C=C(C=C1C(C)C)C(C)C)C(C)C)C1CCCCC1 (2-dicyclohexylphosphino-2′,4′,6′-tri-isopropyl-1,1′-biphenyl), C([O-])([O-])=O.[Cs+].[Cs+] (cesium carbonate), ClC1=NC(=NC(=C1)OC)SCC1=C(C(=CC=C1)F)F (4-Chloro-2-[[(2,3-difluorophenyl)methyl]thio]-6-methoxypyrimidine), ClC1=NC(=NC(=C1)OC)SCC1=C(C(=CC=C1)F)F (4-Chloro-2-[[(2,3-difluorophenyl)methyl]thio]-6-methoxypyrimidine). The reagents and catalysts are C=1C=CC(=CC1)/C=C/C(=O)/C=C/C2=CC=CC=C2.C=1C=CC(=CC1)/C=C/C(=O)/C=C/C2=CC=CC=C2.C=1C=CC(=CC1)/C=C/C(=O)/C=C/C2=CC=CC=C2.[Pd].[Pd] (tris(dibenzylideneacetone)dipalladium). Run in O1CCOCC1 (dioxane). Run at temperature 100 celsius. The product is FC1=C(CSC2=NC(=CC(=N2)NS(=O)(=O)N2C[C@H](CC2)NC(OC(C)(C)C)=O)OC)C=CC=C1F (tert-Butyl {(3S)-1-[({2-[(2,3-difluorobenzyl)thio]-6-methoxypyrimidin-4-yl}amino)sulfonyl]pyrrolidin-3-yl}-carbamate). Reaction SMILES: [NH2:1][S:2]([N:5]1[CH2:9][CH2:8][C@H:7]([NH:10][C:11](=[O:17])[O:12][C:13]([CH3:16])([CH3:15])[CH3:14])[CH2:6]1)(=[O:4])=[O:3].C1(P(C2CCCCC2)C2C=CC=CC=2C2C(C(C)C)=CC(C(C)C)=CC=2C(C)C)CCCCC1.C(=O)([O-])[O-].[Cs+].[Cs+].Cl[C:59]1[CH:64]=[C:63]([O:65][CH3:66])[N:62]=[C:61]([S:67][CH2:68][C:69]2[CH:74]=[CH:73][CH:72]=[C:71]([F:75])[C:70]=2[F:76])[N:60]=1>O1CCOCC1.C1C=CC(/C=C/C(/C=C/C2C=CC=CC=2)=O)=CC=1.C1C=CC(/C=C/C(/C=C/C2C=CC=CC=2)=O)=CC=1.C1C=CC(/C=C/C(/C=C/C2C=CC=CC=2)=O)=CC=1.[Pd].[Pd]>[F:76][C:70]1[C:71]([F:75])=[CH:72][CH:73]=[CH:74][C:69]=1[CH2:68][S:67][C:61]1[N:60]=[C:59]([NH:1][S:2]([N:5]2[CH2:9][CH2:8][C@H:7]([NH:10][C:11](=[O:17])[O:12][C:13]([CH3:14])([CH3:16])[CH3:15])[CH2:6]2)(=[O:4])=[O:3])[CH:64]=[C:63]([O:65][CH3:66])[N:62]=1 |f:2.3.4,7.8.9.10.11|. Reported procedure: A mixture of tert-butyl [(3S)-1-(aminosulfonyl)pyrrolidin-3-yl]carbamate (the product from step i), 0.525 g), tris(dibenzylideneacetone)dipalladium (0) (50 mg), 2-dicyclohexylphosphino-2′,4′,6′-tri-isopropyl-1,1′-biphenyl (XPHOS) (50 mg), cesium carbonate (0.429 g) and 4-Chloro-2-[[(2,3-difluorophenyl)methyl]thio]-6-methoxypyrimidine ((the product from example 35 step i), 0.400 g) in dioxane (20 ml) was heated at reflux in a microwave at 100° C., 300 W, open vessel with cooling for 40 mins. The ... Starting materials: C(C)(C)(C)[Li] (tert-Butyllithium), C(C)(C)(C)OC(NC1=NC=CC=C1)=O (pyridin-2-yl-carbamic acid tert-butyl ester), CN(C=O)C (N,N-Dimethylformamide). The solvent is C(C)OCC (ethyl ether). Run at temperature 0 celsius, time 1 hour. Product: C(C)(C)(C)OC(NC1=NC=CC=C1C=O)=O ((3-Formyl-pyridin-2-yl)-carbamic Acid tert-Butyl Ester). Reaction SMILES: C([Li])(C)(C)C.[C:6]([O:10][C:11](=[O:19])[NH:12][C:13]1[CH:18]=[CH:17][CH:16]=[CH:15][N:14]=1)([CH3:9])([CH3:8])[CH3:7].CN(C)[CH:22]=[O:23]>C(OCC)C>[C:6]([O:10][C:11](=[O:19])[NH:12][C:13]1[C:18]([CH:22]=[O:23])=[CH:17][CH:16]=[CH:15][N:14]=1)([CH3:9])([CH3:7])[CH3:8]. Procedure: tert-Butyllithium (1.7 M, 14.5 mL, 24.6 mmol, 2.39 equiv) was added to a solution of pyridin-2-yl-carbamic acid tert-butyl ester (5-1, 2.00 g, 10.3 mmol, 1 equiv) in ethyl ether (100 mL) at −78° C., and the resulting mixture was warmed to 0° C. and stirred for 1 h. N,N-Dimethylformamide (8.00 mL, 103 mmol, 10.0 equiv) was added with rapid stirring. The mixture was stirred at 0° C. for 10 min, then partitioned between half-saturated aqueous ammonium chloride solution (100 mL). The aqueous layer w... Starting materials: CrO3, OS(=O)(=O)O (H2SO4), C(C1=CC=CC=C1)OC1C(C(C(C1)O)CC(=O)N)COC1OCCCC1 ((1-Benzyloxy-2-tetrahydropyranyloxymethyl-4-hydroxycyclopent-3-yl)-acetamide), O (H2O), CrO3, C(C)(C)O (i-propanol). The solvent is C(C)N(CC)CC (triethylamine), CC(=O)C (acetone). Conditions: temperature -20 celsius, time 2 hour. Product: O1C(CCCC1)OCC1C(C(CC1OCC1=CC=CC=C1)=O)CC(=O)N ((3-Tetrahydropyranyloxymethyl-4-benzyloxycyclopentan-1-on-2-yl)-acetamide). RXN SMILES: [CH2:1]([O:8][CH:9]1[CH2:13][CH:12]([OH:14])[CH:11]([CH2:15][C:16]([NH2:18])=[O:17])[CH:10]1[CH2:19][O:20][CH:21]1[CH2:26][CH2:25][CH2:24][CH2:23][O:22]1)[C:2]1[CH:7]=[CH:6][CH:5]=[CH:4][CH:3]=1.OS(O)(=O)=O.O.C(O)(C)C>CC(C)=O.C(N(CC)CC)C>[O:22]1[CH2:23][CH2:24][CH2:25][CH2:26][CH:21]1[O:20][CH2:19][CH:10]1[CH:9]([O:8][CH2:1][C:2]2[CH:3]=[CH:4][CH:5]=[CH:6][CH:7]=2)[CH2:13][C:12](=[O:14])[CH:11]1[CH2:15][C:16]([NH2:18])=[O:17]. Procedure details: 70 ml of Jones solution containing 19.32 g (0.193 mole) of CrO3 are added dropwise at -20° to -25° C. to a solution of 49.3 g (0.136 mole) of the alcohol of Example 2 in 350 ml of acetone. (Jones solution comprises 26.7 g of CrO3, 23 ml of concentrated H2SO4, and 21 ml of H2O made up to 100 ml.) The solution is stirred for a further 2 hours at -20° C., and an excess of i-propanol is then added at this temperature. The solution is neutralized with triethylamine, allowed to warm up to room tempera... Starting materials: O=C([O-])O, CCN=C=NCCCN(C)C, CC1(c2cccc(NS(C)(=O)=O)c2)C2CNCC21, CN(C)C=O, CO, Cl, Cl, [Na+], O, On1nnc2ccccc21, O=C(O)c1cc2ccccc2o1. The product is CC1(c2cccc(NS(C)(=O)=O)c2)C2CN(C(=O)c3cc4ccccc4o3)CC21. As a reaction SMILES: [C:55](=[O:56])([O-:57])[OH:58].[CH3:25][N:26]([CH3:27])[CH2:28][CH2:29][CH2:30][N:31]=[C:32]=[N:33][CH2:34][CH3:35].[CH3:37][C:38]1([c:44]2[cH:45][c:46]([NH:50][S:51](=[O:52])(=[O:53])[CH3:54])[cH:47][cH:48][cH:49]2)[CH:39]2[CH2:40][NH:41][CH2:42][CH:43]12.[CH3:60][N:61]([CH3:62])[CH:63]=[O:64].[CH3:65][OH:66].[ClH:24].[ClH:36].[Na+:59].[OH2:13].[OH:14][n:15]1[c:16]2[cH:17][cH:18][cH:19][cH:20][c:21]2[n:22][n:23]1.[o:1]1[c:2]([C:10](=[O:11])[OH:12])[cH:3][c:4]2[c:5]1[cH:6][cH:7][cH:8][cH:9]2>>[o:1]1[c:2]([C:10](=[O:12])[N:41]2[CH2:40][CH:39]3[C:38]([CH3:37])([c:44]4[cH:45][c:46]([NH:50][S:51](=[O:52])(=[O:53])[CH3:54])[cH:47][cH:48][cH:49]4)[CH:43]3[CH2:42]2)[cH:3][c:4]2[c:5]1[cH:6][cH:7][cH:8][cH:9]2.